From a dataset of the Open Reaction Database (ORD), a public repository of structured organic reaction records. describe an organic reaction: reactants, conditions, products, and yield Reactants: CC(C(C(=O)OC(C)(C)C)C1=CC=C(C=C1)C)CC (tert-butyl 3-methyl-2-(4-methylphenyl)pentanoate), BrN1C(CCC1=O)=O (N-bromosuccinimide), 2,2′-azobis-2-methylpropionitrile. The solvent is ClCCl (dichloromethane). Product: BrCC1=CC=C(C=C1)C(C(=O)OC(C)(C)C)C(CC)C (Tert-Butyl 2-[4-(bromomethyl)phenyl]-3-methylpentanoate). RXN SMILES: [CH3:1][CH:2]([CH2:18][CH3:19])[CH:3]([C:11]1[CH:16]=[CH:15][C:14]([CH3:17])=[CH:13][CH:12]=1)[C:4]([O:6][C:7]([CH3:10])([CH3:9])[CH3:8])=[O:5].[Br:20]N1C(=O)CCC1=O>ClCCl>[Br:20][CH2:17][C:14]1[CH:15]=[CH:16][C:11]([CH:3]([CH:2]([CH3:1])[CH2:18][CH3:19])[C:4]([O:6][C:7]([CH3:10])([CH3:8])[CH3:9])=[O:5])=[CH:12][CH:13]=1. Procedure details: 15 g (59.1 mmol) of tert-butyl 3-methyl-2-(4-methylphenyl)pentanoate, 11 g (62 mmol) of N-bromosuccinimide and 97 mg (0.59 mmol) of 2,2′-azobis-2-methylpropionitrile in 150 ml of dichloromethane were stirred under reflux for 2 h. After the reaction had gone to completion, the solvent was removed under reduced pressure. The crude product was purified chromatographically on silica gel (mobile phase cyclohexane/ethyl acetate 20:1). This gave 16.22 g (47.5 mmol, 80% of theory) of a colorless oil. Reactants: BrCc1ccccc1, CCO, Nc1cc(C(=O)O)cc([N+](=O)[O-])c1-c1ccccc1. The product is O=C(O)c1cc(NCc2ccccc2)c(-c2ccccc2)c([N+](=O)[O-])c1. Reaction SMILES: [CH2:20]([c:21]1[cH:22][cH:23][cH:24][cH:25][cH:26]1)[Br:27].[CH3:28][CH2:29][OH:30].[NH2:1][c:2]1[cH:3][c:4]([C:5](=[O:6])[OH:7])[cH:8][c:9]([N+:17](=[O:18])[O-:19])[c:10]1-[c:11]1[cH:12][cH:13][cH:14][cH:15][cH:16]1>>[NH:1]([c:2]1[cH:3][c:4]([C:5](=[O:6])[OH:7])[cH:8][c:9]([N+:17](=[O:18])[O-:19])[c:10]1-[c:11]1[cH:12][cH:13][cH:14][cH:15][cH:16]1)[CH2:20][c:21]1[cH:22][cH:23][cH:24][cH:25][cH:26]1. Starting materials: CCCCCBr, CN(C)CCCc1ccc(Cl)cc1, CCOCC. Product: [Br-], CCCCC[N+](C)(C)CCCc1ccc(Cl)cc1. RXN SMILES: [CH2:14]([CH2:15][CH2:16][CH2:17][CH3:18])[Br:19].[CH3:1][N:2]([CH3:3])[CH2:4][CH2:5][CH2:6][c:7]1[cH:8][cH:9][c:10]([Cl:13])[cH:11][cH:12]1.[CH3:20][CH2:21][O:22][CH2:23][CH3:24]>>[Br-:19].[CH3:1][N+:2]([CH3:3])([CH2:4][CH2:5][CH2:6][c:7]1[cH:8][cH:9][c:10]([Cl:13])[cH:11][cH:12]1)[CH2:14][CH2:15][CH2:16][CH2:17][CH3:18]. Run in O (water). Procedure: Dry toluene (20 ml) was cooled to −70° C. and n-butyl lithium (1.6 M; 2.35 ml) was added dropwise. A solution of 6-bromo-N,N-diisopropyl-2-naphthamide (1.20 g) in dry THF (8 ml) was added dropwise to the reaction mixture. After stirring the mixture at −70° C. for 20 min, a solution of N-methoxy-N-methyl-1-trityl-1H-imidazole-4-carboxyamide (1.09 g) in dry THF (6 ml) was added dropwise to the reaction mixture. The mixture was stirred at −70° C. for 20 min and water was added at the same temperatu... Reaction conditions: temperature -70 celsius, time 20 minute. The reactants are CON(C(=O)CC=1N=CN(C1)C(C1=CC=CC=C1)(C1=CC=CC=C1)C1=CC=CC=C1)C (N-methoxy-N-methyl-1-trityl-1H-imidazole-4-carboxyamide), C1CCOC1 (THF), C1(=CC=CC=C1)C (toluene), C(CCC)[Li] (n-butyl lithium), BrC=1C=C2C=CC(=CC2=CC1)C(=O)N(C(C)C)C(C)C (6-bromo-N,N-diisopropyl-2-naphthamide), C1CCOC1 (THF). The product is C(C)(C)N(C(=O)C1=CC2=CC=C(C=C2C=C1)C(=O)C=1N=CN(C1)C(C1=CC=CC=C1)(C1=CC=CC=C1)C1=CC=CC=C1)C(C)C (N,N-diisopropyl-6-[(1-trityl-1H-imidazol-4-yl)carbonyl]-2-naphthamide). Reaction SMILES: C1(C)C=CC=CC=1.C([Li])CCC.Br[C:14]1[CH:15]=[C:16]2[C:21](=[CH:22][CH:23]=1)[CH:20]=[C:19]([C:24]([N:26]([CH:30]([CH3:32])[CH3:31])[CH:27]([CH3:29])[CH3:28])=[O:25])[CH:18]=[CH:17]2.CON(C)C(C[C:39]1[N:40]=[CH:41][N:42]([C:44]([C:57]2[CH:62]=[CH:61][CH:60]=[CH:59][CH:58]=2)([C:51]2[CH:56]=[CH:55][CH:54]=[CH:53][CH:52]=2)[C:45]2[CH:50]=[CH:49][CH:48]=[CH:47][CH:46]=2)[CH:43]=1)=O.C1C[O:67][CH2:66]C1>O>[CH:27]([N:26]([CH:30]([CH3:32])[CH3:31])[C:24]([C:19]1[CH:18]=[CH:17][C:16]2[C:21](=[CH:22][CH:23]=[C:14]([C:66]([C:39]3[N:40]=[CH:41][N:42]([C:44]([C:51]4[CH:56]=[CH:55][CH:54]=[CH:53][CH:52]=4)([C:45]4[CH:46]=[CH:47][CH:48]=[CH:49][CH:50]=4)[C:57]4[CH:58]=[CH:59][CH:60]=[CH:61][CH:62]=4)[CH:43]=3)=[O:67])[CH:15]=2)[CH:20]=1)=[O:25])([CH3:29])[CH3:28].